This data is from the Open Reaction Database (ORD), a public repository of structured organic reaction records. The task is: describe an organic reaction: reactants, conditions, products, and yield The reactants are CCOC(=O)c1cn(-c2ccc3c(c2)CCC3)c2nc(S(C)(=O)=O)ncc2c1=O, CN1CCN(c2ccc(N)cc2)CC1, CC(C)O. Product: CCOC(=O)c1cn(-c2ccc3c(c2)CCC3)c2nc(Nc3ccc(N4CCN(C)CC4)cc3)ncc2c1=O. RXN SMILES: [CH2:1]([CH3:2])[O:3][C:4](=[O:5])[c:6]1[c:7](=[O:29])[c:8]2[c:9]([n:10][c:11]([S:14]([CH3:15])(=[O:16])=[O:17])[n:12][cH:13]2)[n:18](-[c:20]2[cH:21][c:22]3[c:26]([cH:27][cH:28]2)[CH2:25][CH2:24][CH2:23]3)[cH:19]1.[CH3:30][N:31]1[CH2:32][CH2:33][N:34]([c:37]2[cH:38][cH:39][c:40]([NH2:43])[cH:41][cH:42]2)[CH2:35][CH2:36]1.[CH:44]([OH:45])([CH3:46])[CH3:47]>>[CH2:1]([CH3:2])[O:3][C:4](=[O:5])[c:6]1[c:7](=[O:29])[c:8]2[c:9]([n:10][c:11]([NH:43][c:40]3[cH:39][cH:38][c:37]([N:34]4[CH2:33][CH2:32][N:31]([CH3:30])[CH2:36][CH2:35]4)[cH:42][cH:41]3)[n:12][cH:13]2)[n:18](-[c:20]2[cH:21][c:22]3[c:26]([cH:27][cH:28]2)[CH2:25][CH2:24][CH2:23]3)[cH:19]1.